This data is from the Open Reaction Database (ORD), a public repository of structured organic reaction records. The task is: describe an organic reaction: reactants, conditions, products, and yield Reactants: CN1CCNCC1 (N-methylpiperazine), C(=O)C1=CC=C(C(=O)O)C=C1 (4-formylbenzoic acid). Product: CN1CCN(CC1)C(=O)C1=CC=C(C=O)C=C1 (4-(4-Methyl-piperazine-1-carbonyl)-benzaldehyde). As a reaction SMILES: [CH3:1][N:2]1[CH2:7][CH2:6][NH:5][CH2:4][CH2:3]1.[CH:8]([C:10]1[CH:18]=[CH:17][C:13]([C:14](O)=[O:15])=[CH:12][CH:11]=1)=[O:9]>>[CH3:1][N:2]1[CH2:7][CH2:6][N:5]([C:8]([C:10]2[CH:18]=[CH:17][C:13]([CH:14]=[O:15])=[CH:12][CH:11]=2)=[O:9])[CH2:4][CH2:3]1. Reported procedure: Prepared from N-methylpiperazine and 4-formylbenzoic acid. The reactants are CC(=O)[O-], CC(=O)O, [Na+], COc1cc(C=O)ccc1O, O, O=C1CSC(=S)N1. Product: COc1cc(C=C2SC(=S)NC2=O)ccc1O. RXN SMILES: [C:19]([O-:20])(=[O:21])[CH3:22].[CH3:24][C:25](=[O:26])[OH:27].[Na+:23].[O:8]=[CH:9][c:10]1[cH:11][c:12]([O:13][CH3:14])[c:15]([OH:16])[cH:17][cH:18]1.[OH2:28].[S:1]1[C:2](=[S:3])[NH:4][C:5](=[O:6])[CH2:7]1>>[S:1]1[C:2](=[S:3])[NH:4][C:5](=[O:6])[C:7]1=[CH:9][c:10]1[cH:11][c:12]([O:13][CH3:14])[c:15]([OH:16])[cH:17][cH:18]1. Starting materials: BrC=1C(=C(C(=O)OC)C(=CC1)CS(=O)(=O)C1=C(C=CC=C1)O)OC (methyl 3-bromo-6-(2-hydroxybenzenesulphonylmethyl)-2-methoxybenzoate), BrC=1C(=C(C(=O)OC)C(=CC1)CSC1=CC(=CC=C1)O)OC (methyl 3-bromo-6-(3-hydroxyphenylthiomethyl)-2-methoxybenzoate), BrC=1C(=C(C(=O)OC)C(=CC1)CSC1=CC(=CC=C1)O)OC (methyl 3-bromo-6-(3-hydroxyphenylthiomethyl)-2-methoxybenzoate). The product is BrC=1C(=C(C(=O)OC)C(=CC1)CS(=O)(=O)C1=CC(=CC=C1)O)OC (Methyl 3-bromo-6-(3-hydroxybenzenesulphonylmethyl)-2-methoxybenzoate). Reaction SMILES: [Br:1][C:2]1[C:3]([O:23][CH3:24])=[C:4]([C:9]([CH2:12][S:13]([C:16]2[CH:21]=[CH:20][CH:19]=[CH:18][C:17]=2O)(=[O:15])=[O:14])=[CH:10][CH:11]=1)[C:5]([O:7][CH3:8])=[O:6].BrC1C(OC)=C(C(CSC2C=CC=C(O)C=2)=CC=1)C(OC)=[O:30]>>[Br:1][C:2]1[C:3]([O:23][CH3:24])=[C:4]([C:9]([CH2:12][S:13]([C:16]2[CH:21]=[CH:20][CH:19]=[C:18]([OH:30])[CH:17]=2)(=[O:15])=[O:14])=[CH:10][CH:11]=1)[C:5]([O:7][CH3:8])=[O:6]. Reported procedure: Prepared by proceeding in a similar manner to Intermediate 138, starting from methyl 3-bromo-6-(3-hydroxyphenylthiomethyl)-2-methoxybenzoate (Intermediate 142).